Task: describe an organic reaction: reactants, conditions, products, and yield. Dataset: the Open Reaction Database (ORD), a public repository of structured organic reaction records Starting materials: ClC=1C=NC=2NC=3C=CC=C(CNC4=CC=CC(NC1N2)=C4)C3 (6-chloro-2,4,8,14,22-pentaazatetracyclo[14.3.1.1(3,7).1(9,13)]docosa-1(20),3(22),4,6,9(21),10,12,16,18-nonaene), Cl.N1=C(C=CC=C1)C(=O)Cl (pyridine-2-carbonyl chloride hydrochloride). Product: ClC=1C=NC=2NC=3C=CC=C(CN(C4=CC=CC(NC1N2)=C4)C(=O)C4=NC=CC=C4)C3 (6-Chloro-14-(pyridin-2-ylcarbonyl)-2,4,8,14,22-pentaazatetracyclo[14.3.1.1(3,7).1(9,13)]docosa-1(20),3(22),4,6,9(21),10,12,16,18-nonaene). The yield is 29.0%. RXN SMILES: [Cl:1][C:2]1[CH:3]=[N:4][C:5]2[NH:6][C:7]3[CH:8]=[CH:9][CH:10]=[C:11]([CH:23]=3)[CH2:12][NH:13][C:14]3[CH:22]=[C:18]([NH:19][C:20]=1[N:21]=2)[CH:17]=[CH:16][CH:15]=3.Cl.[N:25]1[CH:30]=[CH:29][CH:28]=[CH:27][C:26]=1[C:31](Cl)=[O:32]>>[Cl:1][C:2]1[CH:3]=[N:4][C:5]2[NH:6][C:7]3[CH:8]=[CH:9][CH:10]=[C:11]([CH:23]=3)[CH2:12][N:13]([C:31]([C:26]3[CH:27]=[CH:28][CH:29]=[CH:30][N:25]=3)=[O:32])[C:14]3[CH:22]=[C:18]([NH:19][C:20]=1[N:21]=2)[CH:17]=[CH:16][CH:15]=3 |f:1.2|. Procedure: The desired compound was prepared as a white powder according to the procedure of Example C22, step F, using 6-chloro-2,4,8,14,22-pentaazatetracyclo[14.3.1.1(3,7).1(9,13)]docosa-1(20),3(22),4,6,9(21),10,12,16,18-nonaene and pyridine-2-carbonyl chloride hydrochloride as the starting materials in 29% yield. LCMS for C23H18ClN6O (M+H)+: m/z=429.0. Reactants: C1(C=CC(N1C(C(=O)Cl)CCCC)=O)=O (maleimidocaproic chloride). Run in C(C)(=O)OCC.CCCCCC (ethyl acetate hexane). Product: C1(C=CC(N1)=O)=O.CC1OCC1 (Methyl Oxetane Maleimide). Reaction SMILES: [C:1]1(=[O:15])[N:5](C(CCCC)C(Cl)=O)[C:4](=[O:14])[CH:3]=[CH:2]1>C(OCC)(=O)C.CCCCCC>[C:4]1(=[O:14])[NH:5][C:1](=[O:15])[CH:2]=[CH:3]1.[CH3:1][CH:2]1[CH2:3][CH2:4][O:14]1 |f:1.2,3.4|. Reported procedure: Following the addition, the resulting dark brown solution was mixed at room temperature over-night. Thin-layer chromatography (1/1 vol., ethyl acetate/hexane) indicated that the reaction was complete based on the depletion of maleimidocaproic chloride. White solids were filtered from the reaction solution which was then washed four times with distilled water (300 ml each). Methylene chloride was stripped from the reaction solution via roto-evaporation and replaced with an ethyl acetate/hexane so... Reactants: Cc1cc(-c2ccc(Cl)cc2)nc(-c2cccc(Br)c2)n1, CC1(C)OB(c2cnc(N)nc2)OC1(C)C. The product is Cc1cc(-c2ccc(Cl)cc2)nc(-c2cccc(-c3cnc(N)nc3)c2)n1. Reaction SMILES: [Br:1][c:2]1[cH:3][c:4](-[c:8]2[n:9][c:10]([CH3:21])[cH:11][c:12](-[c:14]3[cH:15][cH:16][c:17]([Cl:20])[cH:18][cH:19]3)[n:13]2)[cH:5][cH:6][cH:7]1.[NH2:22][c:23]1[n:24][cH:25][c:26]([B:29]2[O:30][C:31]([CH3:32])([CH3:33])[C:34]([CH3:35])([CH3:36])[O:37]2)[cH:27][n:28]1>>[c:2]1(-[c:26]2[cH:25][n:24][c:23]([NH2:22])[n:28][cH:27]2)[cH:3][c:4](-[c:8]2[n:9][c:10]([CH3:21])[cH:11][c:12](-[c:14]3[cH:15][cH:16][c:17]([Cl:20])[cH:18][cH:19]3)[n:13]2)[cH:5][cH:6][cH:7]1. Starting materials: CS.CN(C)C=O (methyl mercaptan DMF), ClC1=C(C=C(C=C1)[N+](=O)[O-])C1=NC(=NC(=C1C(=O)OC)C)C1=CC=CC=C1 (methyl 4-(2-chloro-5-nitrophenyl)-6-methyl-2-phenyl-5-pyrimidinecarboxylate). Solvent: O1CCCC1 (tetrahydrofuran). Reaction conditions: time 3 hour. Product: CC1=C(C(=NC(=N1)C1=CC=CC=C1)C1=C(C=CC(=C1)[N+](=O)[O-])SC)C(=O)OC (methyl 6-methyl-4-(2-methylthio-5-nitrophenyl)-2-phenyl-5-pyrimidinecarboxylate). The yield is 12.9%. As a reaction SMILES: [CH3:1][SH:2].CN(C=O)C.Cl[C:9]1[CH:14]=[CH:13][C:12]([N+:15]([O-:17])=[O:16])=[CH:11][C:10]=1[C:18]1[C:23]([C:24]([O:26][CH3:27])=[O:25])=[C:22]([CH3:28])[N:21]=[C:20]([C:29]2[CH:34]=[CH:33][CH:32]=[CH:31][CH:30]=2)[N:19]=1>O1CCCC1>[CH3:28][C:22]1[N:21]=[C:20]([C:29]2[CH:34]=[CH:33][CH:32]=[CH:31][CH:30]=2)[N:19]=[C:18]([C:10]2[CH:11]=[C:12]([N+:15]([O-:17])=[O:16])[CH:13]=[CH:14][C:9]=2[S:2][CH3:1])[C:23]=1[C:24]([O:26][CH3:27])=[O:25] |f:0.1|. Procedure details: To a solution of methyl mercaptan-DMF solution (methylmercaptan 66 g/DMF 306 g) (3.8 ml) and methyl 4-(2-chloro-5-nitrophenyl)-6-methyl-2-phenyl-5-pyrimidinecarboxylate (1.5 g) in tetrahydrofuran (25 ml) was added and the mixture was stirred for 3 hours at ambient temperature. The reaction mixture was evaporated in vacuo and the residue was dissolved in a mixture of water (50 ml) and ethyl acetate (100 ml). The organic layer was washed with a saturated aqueous solution of sodium chloride and dri... Reactants: O=C([O-])O, Cc1cc(C(=O)Cl)c(C)o1, ONC1CCCC1, ClCCl, Cl, [Na+], O. Product: Cc1cc(C(=O)N(O)C2CCCC2)c(C)o1. As a reaction SMILES: [C:9](=[O:10])([O-:11])[OH:12].[CH3:15][c:16]1[o:17][c:18]([CH3:24])[cH:19][c:20]1[C:21](=[O:22])[Cl:23].[CH:2]1([NH:7][OH:8])[CH2:3][CH2:4][CH2:5][CH2:6]1.[Cl:25][CH2:26][Cl:27].[ClH:1].[Na+:13].[OH2:14]>>[CH:2]1([N:7]([OH:8])[C:21]([c:20]2[c:16]([CH3:15])[o:17][c:18]([CH3:24])[cH:19]2)=[O:22])[CH2:3][CH2:4][CH2:5][CH2:6]1. The reactants are C(C)OC(=O)C=1C(=C2C(=C(N1)C#C[Si](C)(C)C)SN=C2C2=CC=C(C=C2)Cl)O (3-(4-chloro-phenyl)-4-hydroxy-7-trimethylsilanylethynyl-isothiazolo[5,4-c]pyridine-5-carboxylic acid ethyl ester), C(=O)([O-])[O-].[Cs+].[Cs+] (Cs2CO3). Run in CCO.C(Cl)Cl (EtOH CH2Cl2). The product is C(C)OC(=O)C=1C(=C2C(=C(N1)C#C)SN=C2C2=CC=C(C=C2)Cl)O (3-(4-Chloro-phenyl)-7-ethynyl-4-hydroxy-isothiazolo[5,4-c]pyridine-5-carboxylic acid ethyl ester). Yield: 56.0%. As a reaction SMILES: [CH2:1]([O:3][C:4]([C:6]1[C:7]([OH:28])=[C:8]2[C:20]([C:21]3[CH:26]=[CH:25][C:24]([Cl:27])=[CH:23][CH:22]=3)=[N:19][S:18][C:9]2=[C:10]([C:12]#[C:13][Si](C)(C)C)[N:11]=1)=[O:5])[CH3:2].C([O-])([O-])=O.[Cs+].[Cs+]>CCO.C(Cl)Cl>[CH2:1]([O:3][C:4]([C:6]1[C:7]([OH:28])=[C:8]2[C:20]([C:21]3[CH:22]=[CH:23][C:24]([Cl:27])=[CH:25][CH:26]=3)=[N:19][S:18][C:9]2=[C:10]([C:12]#[CH:13])[N:11]=1)=[O:5])[CH3:2] |f:1.2.3,4.5|. Procedure details: To a solution of 3-(4-chloro-phenyl)-4-hydroxy-7-trimethylsilanylethynyl-isothiazolo[5,4-c]pyridine-5-carboxylic acid ethyl ester (0.189 mmol) in EtOH/CH2Cl2 (1/1, 0.76 mL) was added Cs2CO3 (0.227 mmol) with stirring at r.t. After 16 h the mixture was partitioned between 1N HCl (10 mL) and EtOAc (10 mL). The aqueous phase was extracted with EtOAc (2×10 mL). The combined organic layers were washed with brine and water, dried over MgSO4 and concentrated in vacuo. The residue was purified by flash ... Starting materials: CO, Cl, [K+], NO, NO, N=C=N, [OH-], CNC(=S)Nc1ccccc1. Yields the product CNC(=NO)Nc1ccccc1. Reaction SMILES: [CH3:22][OH:23].[ClH:12].[K+:16].[NH2:13][OH:14].[NH2:20][OH:21].[NH:17]=[C:18]=[NH:19].[OH-:15].[c:1]1([NH:7][C:8](=[S:9])[NH:10][CH3:11])[cH:2][cH:3][cH:4][cH:5][cH:6]1>>[c:1]1([NH:7][C:8]([NH:10][CH3:11])=[N:13][OH:14])[cH:2][cH:3][cH:4][cH:5][cH:6]1. Starting materials: COC(CC=1C(=NC=NC1)OC)=O (Methyl(4-methoxy-5-pyrimidinyl)acetate), O.[OH-].[Li+] (lithium hydroxide hydrate). The solvent is O (water), C(C)O (ethanol). Reaction conditions: time 2 hour. Product: COC1=NC=NC=C1CC(=O)O (4-Methoxy-5-pyrimidinyl acetic acid), solid. Isolated yield 90.0%. Reaction SMILES: C[O:2][C:3](=[O:13])[CH2:4][C:5]1[C:6]([O:11][CH3:12])=[N:7][CH:8]=[N:9][CH:10]=1.O.[OH-].[Li+]>O.C(O)C>[CH3:12][O:11][C:6]1[C:5]([CH2:4][C:3]([OH:13])=[O:2])=[CH:10][N:9]=[CH:8][N:7]=1 |f:1.2.3|. Reported procedure: To a stirred solution of 0.21 g (1.14 mmol) of methyl(4-methoxy-5-pyrimidinyl)acetate from Step A in 0.5 mL of water and 1.5 mL of ethanol was added 81 mg (1.9 mmol) of lithium hydroxide hydrate. The reaction mixture was stirred at ambient temperature for 2 h then concentrated in vacuo to remove all volatiles. The residue was diluted with 3 mL of 2.0 N aqueous hydrogen chloride and then concentrated in vacuo to remove all volatiles to yield the title compound as an off white solid (191 mg, 90%).... Starting materials: ClCCl, CCCCCc1nc2ccccc2s1, Cl, O, O=S(=O)(O)C(F)(F)F, O=[N+]([O-])O. Yields the product CCCCCc1nc2ccc([N+](=O)[O-])cc2s1. Reaction SMILES: [CH2:29]([Cl:30])[Cl:31].[CH2:2]([CH2:3][CH2:4][CH2:5][CH3:6])[c:7]1[s:8][c:9]2[c:10]([n:11]1)[cH:12][cH:13][cH:14][cH:15]2.[ClH:1].[OH2:28].[OH:16][S:17]([C:18]([F:19])([F:20])[F:21])(=[O:22])=[O:23].[OH:24][N+:25]([O-:26])=[O:27]>>[CH2:2]([CH2:3][CH2:4][CH2:5][CH3:6])[c:7]1[s:8][c:9]2[c:10]([n:11]1)[cH:12][cH:13][c:14]([N+:25](=[O:24])[O-:26])[cH:15]2.